Dataset: the Open Reaction Database (ORD), a public repository of structured organic reaction records. Task: describe an organic reaction: reactants, conditions, products, and yield The product is ClC1=C(OC2=C(C=CC=C2)O)C=C(C(=C1)F)N1C(N(C(=CC1=O)C(F)(F)F)C)=O (2-{2-chloro-4-fluoro-5-[3-methyl-2,6-dioxo-4-(trifluoromethyl)-1,2,3,6-tetrahydropyrimidin-1-yl]phenoxy}phenol). Run in C(C)(=O)OCC (ethyl acetate). Yield: 95.9%. Reagents/catalysts: [Pd] (palladium/carbon). Reactants: ClC1=C(OC2=C(OCC3=CC=CC=C3)C=CC=C2)C=C(C(=C1)F)N1C(N(C(=CC1=O)C(F)(F)F)C)=O (([2-{2-chloro-4-fluoro-5-[3-methyl-2,6-dioxo-4-(trifluoromethyl)-1,2,3,6-tetrahydropyrimidin-1-yl]phenoxy}phenoxy]methyl)benzene). Reported procedure: To 4.5 g of ([2-{2-chloro-4-fluoro-5-[3-methyl-2,6-dioxo-4-(trifluoromethyl)-1,2,3,6-tetrahydropyrimidin-1-yl]phenoxy}phenoxy]methyl)benzene, were added 230 ml of ethyl acetate and 0.46 g of 10% palladium/carbon, and the mixture was stirred for 5 hours at room temperature under hydrogen atmosphere. The reaction system was purged with nitrogen, then, the reaction solution was filtrated through Celite, the filtrate was concentrated to obtain 3.57 g of 2-{2-chloro-4-fluoro-5-[3-methyl-2,6-dioxo-4-(... As a reaction SMILES: [Cl:1][C:2]1[CH:22]=[C:21]([F:23])[C:20]([N:24]2[C:29](=[O:30])[CH:28]=[C:27]([C:31]([F:34])([F:33])[F:32])[N:26]([CH3:35])[C:25]2=[O:36])=[CH:19][C:3]=1[O:4][C:5]1[CH:18]=[CH:17][CH:16]=[CH:15][C:6]=1[O:7]CC1C=CC=CC=1>[Pd].C(OCC)(=O)C>[Cl:1][C:2]1[CH:22]=[C:21]([F:23])[C:20]([N:24]2[C:29](=[O:30])[CH:28]=[C:27]([C:31]([F:32])([F:33])[F:34])[N:26]([CH3:35])[C:25]2=[O:36])=[CH:19][C:3]=1[O:4][C:5]1[CH:18]=[CH:17][CH:16]=[CH:15][C:6]=1[OH:7]. Reaction conditions: time 5 hour. Reactants: C(C(C)C)[Al](CC(C)C)CC(C)C (tri-isobutyl aluminum), C(C=1C(O)=CC=CC1)(=O)O (salicylic acid). Reported procedure: 3.96 g of tri-isobutyl aluminum were dissolved in 100 ml of benzene, and the solution was maintained at 15° C. under nitrogen gas current by ice cooling. A solution of 8.28 g of salicylic acid dissolved in 100 ml of tetrahydrofuran was added dropwise little by little to the above benzene solution. After completion of the dropwise addition, the reaction was further carried out for 2 hours at room temperature under agitation. After completion of the reaction, the solvent was distilled off under re... Run in C1=CC=CC=C1 (benzene), C1=CC=CC=C1 (benzene), O1CCCC1 (tetrahydrofuran). The product is OC1=C(C(=O)[O-])C=CC=C1.OC1=C(C(=O)[O-])C=CC=C1.OC1=C(C(=O)[O-])C=CC=C1.[Al+3] (aluminum tris-(o-hydroxybenzoate)). Conditions: temperature 15 celsius, time 2 hour. Reaction SMILES: C([Al:5](CC(C)C)CC(C)C)C(C)C.[C:14]([OH:23])(=[O:22])[C:15]1[C:16](=[CH:18][CH:19]=[CH:20][CH:21]=1)[OH:17]>C1C=CC=CC=1.O1CCCC1>[OH:17][C:16]1[CH:18]=[CH:19][CH:20]=[CH:21][C:15]=1[C:14]([O-:23])=[O:22].[OH:17][C:16]1[CH:18]=[CH:19][CH:20]=[CH:21][C:15]=1[C:14]([O-:23])=[O:22].[OH:17][C:16]1[CH:18]=[CH:19][CH:20]=[CH:21][C:15]=1[C:14]([O-:23])=[O:22].[Al+3:5] |f:4.5.6.7|. Isolated yield 85.7%.